The task is: describe an organic reaction: reactants, conditions, products, and yield. This data is from the Open Reaction Database (ORD), a public repository of structured organic reaction records. Reactants: C1[C@@H](CC[C@H](C1)C(=O)O)CN (tranexamic acid), C(C1=CC=CC=C1)(=O)OC(CCC)OC(=O)ON1C(CCC1=O)=O (1-[(2,5-dioxopyrrolidinyl)oxycarbonyloxy]butyl benzoate). Run in CC(C)(C)OC.CC(=O)C.O (MTBE acetone water). Product: C(C1=CC=CC=C1)(=O)OC(CCC)OC(=O)NC[C@@H]1CC[C@H](CC1)C(=O)O (trans-4-{[1-(Benzoyloxy)butoxycarbonyl]aminomethyl}-Cyclohexanecarboxylic Acid). Isolated yield 18.9%. Reaction SMILES: [CH2:1]1[CH2:6][C@H:5]([C:7]([OH:9])=[O:8])[CH2:4][CH2:3][C@H:2]1[CH2:10][NH2:11].[C:12]([O:20][CH:21]([O:25][C:26](ON1C(=O)CCC1=O)=[O:27])[CH2:22][CH2:23][CH3:24])(=[O:19])[C:13]1[CH:18]=[CH:17][CH:16]=[CH:15][CH:14]=1>CC(OC)(C)C.CC(C)=O.O>[C:12]([O:20][CH:21]([O:25][C:26]([NH:11][CH2:10][C@H:2]1[CH2:3][CH2:4][C@H:5]([C:7]([OH:9])=[O:8])[CH2:6][CH2:1]1)=[O:27])[CH2:22][CH2:23][CH3:24])(=[O:19])[C:13]1[CH:18]=[CH:17][CH:16]=[CH:15][CH:14]=1 |f:2.3.4|. Procedure details: Following the general nucleophilic carbamoylation procedure, tranexamic acid (800 mg, 5 mmol) and 1-[(2,5-dioxopyrrolidinyl)oxycarbonyloxy]butyl benzoate (700 mg, 2.1 mmol) were reacted in the MTBE/acetone/water mixture (16 mL) to yield the title compound 39 (150 mg, 19% yield) as a white powder after work-up and mass-guided preparative HPLC purification. 1H NMR (400 MHz, DMSO-d6): δ=0.84-0.99 (m, 5H), 1.20-1.38 (br. m, 3H), 1.41-1.51 (m, 2H), 1.70-1.73 (m, 2H), 1.84-1.89 (m, 4H), 2.11 (tt, J 12...